Task: describe an organic reaction: reactants, conditions, products, and yield. Dataset: the Open Reaction Database (ORD), a public repository of structured organic reaction records Reactants: BrC=1C(CCC2(CC3=C(C(=C(C=C3C12)F)OC)Cl)CCCC)=O (4-bromo-9a-butyl-8-chloro-6-fluoro-7-methoxy-1,2,9,9a-tetrahydro-3H-fluoren-3-one), B(Br)(Br)Br (boron tribromide). The solvent is ClCCl (dichloromethane), ClCCl (dichloromethane). Run at time 1 hour. Product: BrC=1C(CCC2(CC3=C(C(=C(C=C3C12)F)O)Cl)CCCC)=O (4-bromo-9a-butyl-8-chloro-6-fluoro-7-hydroxy-1,2,9,9a-tetrahydro-3H-fluoren-3-one). RXN SMILES: [Br:1][C:2]1[C:3](=[O:23])[CH2:4][CH2:5][C:6]2([CH2:19][CH2:20][CH2:21][CH3:22])[C:14]=1[C:13]1[C:8](=[C:9]([Cl:18])[C:10]([O:16]C)=[C:11]([F:15])[CH:12]=1)[CH2:7]2.B(Br)(Br)Br>ClCCl>[Br:1][C:2]1[C:3](=[O:23])[CH2:4][CH2:5][C:6]2([CH2:19][CH2:20][CH2:21][CH3:22])[C:14]=1[C:13]1[C:8](=[C:9]([Cl:18])[C:10]([OH:16])=[C:11]([F:15])[CH:12]=1)[CH2:7]2. Reported procedure: A solution of 4-bromo-9a-butyl-8-chloro-6-fluoro-7-methoxy-1,2,9,9a-tetrahydro-3H-fluoren-3-one (31 mg, 0.077 mmol) in anhydrous dichloromethane (0.5 mL) was cooled in a dry ice-acetone bath (−78° C.) and the solution treated with 1M boron tribromide in dichloromethane (0.231 mL, 0.231 mmol). The cooling bath was removed and the mixture was stirred at room temperature for one hour. The mixture was partitioned between EtOAc (20 mL) and water (20 mL) containing 2N HCl (2 mL). The organic phase was... Reactants: CC(C)(C)OC(=O)N(C(=O)OC(C)(C)C)C1=C(C=C(C(=C1)C(C)(C)C)SC#N)C ([4-(cyanothio)-5-(1,1-dimethylethyl)-2-methylphenyl]-imidodicarbonic acid bis(1,1-dimethylethyl) ester), SC[C@@H](O)[C@H](O)CS (dithiothreitol), OP(=O)(O)[O-].[K+] (KH2PO4). The solvent is CCO (EtOH). Conditions: temperature 50 celsius, time 8 hour. Yields the product CC(C)(C)OC(=O)N(C(=O)OC(C)(C)C)C1=C(C=C(C(=C1)C(C)(C)C)S)C ([5-(1,1-Dimethylethyl)-4-mercapto-2-methylphenyl]-imidodicarbonic acid bis(1,1-dimethylethyl) ester). RXN SMILES: [CH3:1][C:2]([O:5][C:6]([N:8]([C:16]1[CH:21]=[C:20]([C:22]([CH3:25])([CH3:24])[CH3:23])[C:19]([S:26]C#N)=[CH:18][C:17]=1[CH3:29])[C:9]([O:11][C:12]([CH3:15])([CH3:14])[CH3:13])=[O:10])=[O:7])([CH3:4])[CH3:3].SC[C@H]([C@@H](CS)O)O.OP([O-])(O)=O.[K+]>CCO>[CH3:15][C:12]([O:11][C:9]([N:8]([C:16]1[CH:21]=[C:20]([C:22]([CH3:25])([CH3:24])[CH3:23])[C:19]([SH:26])=[CH:18][C:17]=1[CH3:29])[C:6]([O:5][C:2]([CH3:1])([CH3:3])[CH3:4])=[O:7])=[O:10])([CH3:13])[CH3:14] |f:2.3|. Reported procedure: To a solution of [4-(cyanothio)-5-(1,1-dimethylethyl)-2-methylphenyl]-imidodicarbonic acid bis(1,1-dimethylethyl) ester obtained in Example EEEE (11.65 g, 27.7 mmol) in denatured EtOH (160 mL) was added dithiothreitol (16.8 g, 109.1 mmol), and 0.2M KH2PO4 solution (40 mL). The mixture was stirred overnight at 50° C. The solvent was evaporated, and H2O and CHCl3 were added; the organic layer was washed with brine, dried (Na2SO4) filtered and concentrated. The resulting residue was flash chromatog... The reactants are C1CCOC1, CCOC(C)=O, Cl, O, COc1cc(CO)c(-c2cc3c(cc2CO)OCO3)c(OC)c1OC. Yields the product COc1cc2c(c(OC)c1OC)-c1cc3c(cc1COC2)OCO3. Reaction SMILES: [CH2:33]1[O:34][CH2:35][CH2:36][CH2:37]1.[CH3:27][CH2:28][O:29][C:30](=[O:31])[CH3:32].[ClH:38].[OH2:26].[OH:1][CH2:2][c:3]1[cH:4][c:5]([O:24][CH3:25])[c:6]([O:22][CH3:23])[c:7]([O:20][CH3:21])[c:8]1-[c:9]1[c:10]([CH2:18][OH:19])[cH:11][c:12]2[c:13]([cH:17]1)[O:14][CH2:15][O:16]2>>[O:1]1[CH2:2][c:3]2[cH:4][c:5]([O:24][CH3:25])[c:6]([O:22][CH3:23])[c:7]([O:20][CH3:21])[c:8]2-[c:9]2[c:10]([cH:11][c:12]3[c:13]([cH:17]2)[O:14][CH2:15][O:16]3)[CH2:18]1. The reactants are OCC=1C=C(COC=2C=CC(=C(C2)C2=C(C=C(C=C2)C(CC)=O)CCC)CC)C=CC1CO (1-{5′-[3,4-bis(hydroxymethyl)benzyloxy]-2′-ethyl-2-propylbiphenyl-4-yl}-1-propanone), C(C)[Mg]Br (ethylmagnesium bromide). Product: C(C)C1=CC=C(C=C1C1=C(C=C(C=C1)C(CC)(O)CC)CCC)OCC1=CC(=C(C=C1)CO)CO ({4-[6-Ethyl-4′-(1-ethyl-1-hydroxypropyl)-2′-propylbiphenyl-3-yloxymethyl]-2-hydroxymethylphenyl}methanol). As a reaction SMILES: [OH:1][CH2:2][C:3]1[CH:4]=[C:5]([CH:29]=[CH:30][C:31]=1[CH2:32][OH:33])[CH2:6][O:7][C:8]1[CH:9]=[CH:10][C:11]([CH2:27][CH3:28])=[C:12]([C:14]2[CH:19]=[CH:18][C:17]([C:20](=[O:23])[CH2:21][CH3:22])=[CH:16][C:15]=2[CH2:24][CH2:25][CH3:26])[CH:13]=1.[CH2:34]([Mg]Br)[CH3:35]>>[CH2:27]([C:11]1[C:12]([C:14]2[CH:19]=[CH:18][C:17]([C:20]([CH2:34][CH3:35])([OH:23])[CH2:21][CH3:22])=[CH:16][C:15]=2[CH2:24][CH2:25][CH3:26])=[CH:13][C:8]([O:7][CH2:6][C:5]2[CH:29]=[CH:30][C:31]([CH2:32][OH:33])=[C:3]([CH2:2][OH:1])[CH:4]=2)=[CH:9][CH:10]=1)[CH3:28]. Reported procedure: In a manner similar to that of Example 1(q), by reacting 830 mg (1.9 mmol) of 1-{5′-[3,4-bis(hydroxymethyl)benzyloxy]-2′-ethyl-2-propylbiphenyl-4-yl}-1-propanone with 5.1 ml (15.2 mmol) of ethylmagnesium bromide (3M/ether), and after purification by chromatography on a column of silica eluted with a mixture of heptane and ethyl acetate (40/60), 700 mg (77%) of {4-[6-ethyl-4′-(1-ethyl-1-hydroxypropyl)-2′-propylbiphenyl-3-yloxymethyl]-2-hydroxymethylphenyl}methanol are obtained in the form of whit... The reactants are CO, [Na+], [OH-], O, CCCCCC(O)c1cccc(OCC(O)CSCCCC(=O)OCC)c1. Yields the product CCCCCC(O)c1cccc(OCC(O)CSCCCC(=O)O)c1. Reaction SMILES: [CH3:28][OH:29].[Na+:31].[OH-:30].[OH2:32].[OH:1][CH:2]([CH2:3][CH2:4][CH2:5][CH2:6][CH3:7])[c:8]1[cH:9][c:10]([O:11][CH2:12][CH:13]([CH2:14][S:15][CH2:16][CH2:17][CH2:18][C:19](=[O:20])[O:21][CH2:22][CH3:23])[OH:24])[cH:25][cH:26][cH:27]1>>[OH:1][CH:2]([CH2:3][CH2:4][CH2:5][CH2:6][CH3:7])[c:8]1[cH:9][c:10]([O:11][CH2:12][CH:13]([CH2:14][S:15][CH2:16][CH2:17][CH2:18][C:19](=[O:20])[OH:21])[OH:24])[cH:25][cH:26][cH:27]1. Starting materials: CC(NC(=O)Nc1ccc(C(C)(C)C)cc1)c1ccc(NS(C)(=O)=O)c(C#C[Si](C)(C)C)c1, CCCC[N+](CCCC)(CCCC)CCCC, C1CCOC1, [F-]. Yields the product C#Cc1cc(C(C)NC(=O)Nc2ccc(C(C)(C)C)cc2)ccc1NS(C)(=O)=O. As a reaction SMILES: [C:1]([CH3:2])([CH3:3])([CH3:4])[c:5]1[cH:6][cH:7][c:8]([NH:11][C:12]([NH:13][CH:14]([CH3:15])[c:16]2[cH:17][c:18]([C:27]#[C:28][Si:29]([CH3:30])([CH3:31])[CH3:32])[c:19]([NH:22][S:23](=[O:24])(=[O:25])[CH3:26])[cH:20][cH:21]2)=[O:33])[cH:9][cH:10]1.[CH2:35]([N+:36]([CH2:37][CH2:38][CH2:39][CH3:40])([CH2:41][CH2:42][CH2:43][CH3:44])[CH2:45][CH2:46][CH2:47][CH3:48])[CH2:49][CH2:50][CH3:51].[CH2:52]1[O:53][CH2:54][CH2:55][CH2:56]1.[F-:34]>>[C:1]([CH3:2])([CH3:3])([CH3:4])[c:5]1[cH:6][cH:7][c:8]([NH:11][C:12]([NH:13][CH:14]([CH3:15])[c:16]2[cH:17][c:18]([C:27]#[CH:28])[c:19]([NH:22][S:23](=[O:24])(=[O:25])[CH3:26])[cH:20][cH:21]2)=[O:33])[cH:9][cH:10]1.